This data is from the Open Reaction Database (ORD), a public repository of structured organic reaction records. The task is: describe an organic reaction: reactants, conditions, products, and yield RXN SMILES: [NH2:1][CH:2]=[CH:3]C=O.[C:6]([CH2:9][C:10](=[O:12])[CH3:11])(=O)[CH3:7].[C:13]([O-])(=O)C.[NH4+]>C(OC(C)C)(C)C>[C:10]([C:9]1[C:2]([CH3:3])=[N:1][CH:13]=[CH:7][CH:6]=1)(=[O:12])[CH3:11] |f:2.3|. Procedure details: To a mixture of 3-amino acrolein (4.52 g) and acetylacetone (7.64 g) was added catalytic amount of ammonium acetate. The mixture was heated for 19 hours at ca. 110° C., After cooling to room temperature, the mixture was poured into 100 ml of isopropyl ether and dried over magnesium sulfate. The resultant mixture was filtered off by suction in vacuo to remove an insoluble material and the filtrate was concentrated in vacuo. The crude compound was purified by column chromatography on silica gel wi... The solvent is C(C)(C)OC(C)C (isopropyl ether). Starting materials: NC=CC=O (3-amino acrolein), C(C)(=O)CC(C)=O (acetylacetone), C(C)(=O)[O-].[NH4+] (ammonium acetate). Product: C(C)(=O)C=1C(=NC=CC1)C (3-acetyl-2-methylpyridine). Reaction conditions: temperature 110 celsius. The reactants are N1=CC=CC=C1 (pyridine), NC=1C=NC=C(C1)OC (3-Amino-5-methoxy-pyridine), C1CCOC1 (THF), C1(=CC=CC=C1)OC(=O)Cl (phenylchloroformate). Conditions: temperature 0 celsius, time 12 hour. Product: COC1=CC=C(C=N1)NC(OC1=CC=CC=C1)=O (Phenyl 6-methoxypyridin-3-ylcarbamate). Isolated yield 96.0%. As a reaction SMILES: [NH2:1][C:2]1[CH:3]=[N:4][CH:5]=[C:6](OC)[CH:7]=1.N1C=CC=CC=1.[C:16]1([O:22][C:23](Cl)=[O:24])[CH:21]=[CH:20][CH:19]=[CH:18][CH:17]=1.C1C[O:29][CH2:28]C1>>[CH3:28][O:29][C:5]1[N:4]=[CH:3][C:2]([NH:1][C:23](=[O:24])[O:22][C:16]2[CH:21]=[CH:20][CH:19]=[CH:18][CH:17]=2)=[CH:7][CH:6]=1. Procedure details: 3-Amino-5-methoxy-pyridine (5.00 g, 40.3 mmol) was dissolved in THF (80 mL), cooled to 0° C., treated with pyridine (4.07 mL, 50.4 mmol) followed by phenylchloroformate (5.32 mL, 42.3 mmol). The reaction mixture was slowly warmed to RT over several hours and stirred an additional 12 h. The mixture was partitioned between water and EtOAc. The organic layer was separated and the aqueous layer was extracted again. The combined organic extracts were dried over sodium sulfate, filtered and concentrat...